From a dataset of the Open Reaction Database (ORD), a public repository of structured organic reaction records. describe an organic reaction: reactants, conditions, products, and yield Starting materials: S(O)(O)(=O)=O (sulphuric acid), C(O)([O-])=O.[Na+] (sodium hydrogen carbonate), [N+](=O)(O)[O-] (nitric acid), [OH-].[Na+] (sodium hydroxide), ice water, S(O)(O)(=O)=O (Sulphuric acid), C1(=CC=CC=C1)C1CCNCC1 (4-Phenylpiperidine). Run in C(C)(=O)O (acetic acid), C(C)(=O)O (acetic acid), C(C)(=O)O (acetic acid). Reaction conditions: temperature 25 celsius. Yields the product [N+](=O)([O-])C1=CC=C(C=C1)C1CCNCC1 (4-(4-Nitrophenyl)piperidine). As a reaction SMILES: [C:1]1([CH:7]2[CH2:12][CH2:11][NH:10][CH2:9][CH2:8]2)[CH:6]=[CH:5][CH:4]=[CH:3][CH:2]=1.S(=O)(=O)(O)O.[N+:18]([O-])([OH:20])=[O:19].C(=O)([O-])O.[Na+].[OH-].[Na+]>C(O)(=O)C>[N+:18]([C:4]1[CH:5]=[CH:6][C:1]([CH:7]2[CH2:8][CH2:9][NH:10][CH2:11][CH2:12]2)=[CH:2][CH:3]=1)([O-:20])=[O:19] |f:3.4,5.6|. Reported procedure: 4-Phenylpiperidine (8 g, 49 mmol) was dissolved in 40 mL acetic acid and stirred with cooling below 25° C. while adding a solution of 2.64 mL sulphuric acid in 40 mL acetic acid. The solution was stirred at 20° C. while adding a solution of 2.08 mL 99% nitric acid in 20 mL acetic acid. Sulphuric acid (40 mL) was added without cooling, the temperature peaking at 58° C. When the solution had cooled to 25° C. it was added to 100 g ice/water and basified with a total of 150 g sodium hydrogen carbona... Starting materials: COC=1C=C2C=CN(C2=CC1)C=1C=C(C#N)C=CC1 (3-(5-methoxy-1-indolyl)benzonitrile), C(#N)[BH3-].[Na+] (sodium cyanoborohydride), [OH-].[Na+] (NaOH), ice. Product: COC=1C=C2CCN(C2=CC1)C=1C=C(C#N)C=CC1 (3-(5-Methoxy-1-indolinyl)benzonitrile). Isolated yield 96.8%. As a reaction SMILES: [CH3:1][O:2][C:3]1[CH:4]=[C:5]2[C:9](=[CH:10][CH:11]=1)[N:8]([C:12]1[CH:13]=[C:14]([CH:17]=[CH:18][CH:19]=1)[C:15]#[N:16])[CH:7]=[CH:6]2.C([BH3-])#N.[Na+].[OH-].[Na+]>C(O)(=O)C>[CH3:1][O:2][C:3]1[CH:4]=[C:5]2[C:9](=[CH:10][CH:11]=1)[N:8]([C:12]1[CH:13]=[C:14]([CH:17]=[CH:18][CH:19]=1)[C:15]#[N:16])[CH2:7][CH2:6]2 |f:1.2,3.4|. Conditions: time 16 hour. Run in C(C)(=O)O (acetic acid). Reported procedure: A solution of 4.0 g (16.1 mmole) of 3-(5-methoxy-1-indolyl)benzonitrile of Example 9a in 160 ml glacial acetic acid under nitrogen at 15°-20° C. was treated with 3.14 g (49.9 mmole, 3.1 equivalents) sodium cyanoborohydride. The reaction mixture was permitted to warm to room temperature and stir overnight (about 16 hours). The resulting solution was poured over ice (200 ml), made basic using 50% NaOH (165 ml) and extracted with chloroform (350 ml total). The combined organic extracts were washed ... Starting materials: FC1=CC=C(C=C1)C1C(NC(O1)=O)CC1=CC(=CC=C1)OC1=CC=CC=C1 ((4RS,5SR)-5-(4-fluorophenyl)-4-((3-(phenyloxy)phenyl)methyl)-1,3-oxazolidin-2-one), [OH-].[Na+] (sodium hydroxide). Run in C(C)O (ethanol). The product is NC(C(O)C1=CC=C(C=C1)F)CC1=CC(=CC=C1)OC1=CC=CC=C1 ((1RS,2SR)-2-amino-1-(4-fluorophenyl)-3-(3-(phenyloxy)phenyl)-1-propanol). The yield is 102.2%. RXN SMILES: [F:1][C:2]1[CH:7]=[CH:6][C:5]([CH:8]2[O:12]C(=O)[NH:10][CH:9]2[CH2:14][C:15]2[CH:20]=[CH:19][CH:18]=[C:17]([O:21][C:22]3[CH:27]=[CH:26][CH:25]=[CH:24][CH:23]=3)[CH:16]=2)=[CH:4][CH:3]=1.[OH-].[Na+]>C(O)C>[NH2:10][CH:9]([CH2:14][C:15]1[CH:20]=[CH:19][CH:18]=[C:17]([O:21][C:22]2[CH:27]=[CH:26][CH:25]=[CH:24][CH:23]=2)[CH:16]=1)[CH:8]([C:5]1[CH:4]=[CH:3][C:2]([F:1])=[CH:7][CH:6]=1)[OH:12] |f:1.2|. Procedure: To a solution of (4RS,5SR)-5-(4-fluorophenyl)-4-((3-(phenyloxy)phenyl)methyl)-1,3-oxazolidin-2-one (877 mg, 2.41 mmol) in ethanol (10 ml) was added 8N aqueous sodium hydroxide solution (1.51 ml, 12.1 mmol) and the mixture was heated under reflux for 6 hrs. The reaction solution was concentrated, diluted with water (100 ml) and extracted with ethyl acetate (10.0 ml×2). The extract was washed with saturated brine, dried over anhydrous magnesium sulfate and evaporated under reduced pressure to give... Starting materials: FC=1C=C(C=CC1)N=C(NC1=CC=C(C=C1)C(C(C)C)N1C=NC=C1)SC (methyl N′-(3-fluorophenyl)-N-[4-[1-(1H-imidazol-1-yl)-2-methylpropyl]-phenyl]carbamimidothioate), N (NH3). Conditions: temperature 40 celsius. The product is FC=1C=C(C=CC1)NC(NC1=CC=C(C=C1)C(C(C)C)N1C=NC=C1)=N (N′-(3-fluorophenyl)-N-[4-[1-(1H-imidazol-1-yl)-2-methylpropyl]phenyl]guanidine). Isolated yield 46.0%. RXN SMILES: [F:1][C:2]1[CH:3]=[C:4]([N:8]=[C:9](SC)[NH:10][C:11]2[CH:16]=[CH:15][C:14]([CH:17]([N:21]3[CH:25]=[CH:24][N:23]=[CH:22]3)[CH:18]([CH3:20])[CH3:19])=[CH:13][CH:12]=2)[CH:5]=[CH:6][CH:7]=1.[NH3:28]>>[F:1][C:2]1[CH:3]=[C:4]([NH:8][C:9](=[NH:28])[NH:10][C:11]2[CH:16]=[CH:15][C:14]([CH:17]([N:21]3[CH:25]=[CH:24][N:23]=[CH:22]3)[CH:18]([CH3:20])[CH3:19])=[CH:13][CH:12]=2)[CH:5]=[CH:6][CH:7]=1. Procedure details: A solution of methyl N′-(3-fluorophenyl)-N-[4-[1-(1H-imidazol-1-yl)-2-methylpropyl]-phenyl]carbamimidothioate (0.0094 mol) in NH3/CH30H (60 ml) was stirred and heated in autoclave at 40° C. for 3 days. The solvent was evaporated and the residue was purified by column chromatography over silica gel (eluent: CH2Cl2/CH3OH/NH4OH 94/6/0.2 to 90.10/0.5). The pure fractions were collected and evaporated. The residue was crystallized from 2-propanone and (C2H5)2O and filtered off, yielding 0.89 g (46%) ... Procedure details: Sodium hydride (60% dispersion in oil; 116 mg, 2.9 mmol) was added to a solution of indole (340 mg, 2.9 mmol) in NMP (2 ml) at 0° C. The mixture was stirred at 0° C. for 10 minutes and then added dropwise to a cold (0° C.) solution of 2,4-dichloro-5-methylpyrimidine (489 mg, 3.0 mmol) in NMP (3 ml). The mixture was stirred at 0° C. for 3 hours and then 4-[3-(N,N-dimethyl)amino-2-hydroxypropoxy]aniline hydrochloride (Method 1, 500 mg, 1.76 mmol) was added. The mixture was heated at 100° C. overni... Conditions: temperature 0 celsius, time 10 minute. Starting materials: ClC1=NC=C(C(=N1)Cl)C (2,4-dichloro-5-methylpyrimidine), OC(COC1=CC=C(NC2=NC=CC(=N2)N2CCC3=CC=CC=C23)C=C1)CN(C)C (2-{4-[2-Hydroxy-3-(N,N-dimethylamino)propoxy]anilino}-4-(indolin-1-yl)pyrimidine), [H-].[Na+] (Sodium hydride), N1C=CC2=CC=CC=C12 (indole). The product is OC(COC1=CC=C(NC2=NC=C(C(=N2)N2C=CC3=CC=CC=C23)C)C=C1)CN(C)C (2-{4-[2-Hydroxy-3-(N,N-dimethylamino)propoxy]anilino}-4-(indol-1-yl)-5-methylpyrimidine). RXN SMILES: [H-].[Na+].N1C2C(=CC=CC=2)C=[CH:4]1.ClC1N=C(Cl)C(C)=CN=1.[OH:21][CH:22]([CH2:47][N:48]([CH3:50])[CH3:49])[CH2:23][O:24][C:25]1[CH:46]=[CH:45][C:28]([NH:29][C:30]2[N:35]=[C:34]([N:36]3[C:44]4[C:39](=[CH:40][CH:41]=[CH:42][CH:43]=4)[CH2:38][CH2:37]3)[CH:33]=[CH:32][N:31]=2)=[CH:27][CH:26]=1>CN1C(=O)CCC1>[OH:21][CH:22]([CH2:47][N:48]([CH3:50])[CH3:49])[CH2:23][O:24][C:25]1[CH:46]=[CH:45][C:28]([NH:29][C:30]2[N:35]=[C:34]([N:36]3[C:44]4[C:39](=[CH:40][CH:41]=[CH:42][CH:43]=4)[CH:38]=[CH:37]3)[C:33]([CH3:4])=[CH:32][N:31]=2)=[CH:27][CH:26]=1 |f:0.1|. Yield: 22.6%. Solvent: CN1CCCC1=O (NMP), CN1CCCC1=O (NMP).